This data is from the Open Reaction Database (ORD), a public repository of structured organic reaction records. The task is: describe an organic reaction: reactants, conditions, products, and yield Reactants: CCOC(=O)C(Br)CC1CCOCC1, O=C([O-])[O-], CN(C)C=O, Ic1ccnc2[nH]ncc12, [K+], [K+], CCOC(=O)C=CC1CCOCC1, O=C(O)CC(O)(CC(=O)O)C(=O)O. The product is CCOC(=O)C(CC1CCOCC1)n1ncc2c(I)ccnc21. RXN SMILES: [Br:11][CH:12]([C:13](=[O:14])[O:15][CH2:16][CH3:17])[CH2:18][CH:19]1[CH2:20][CH2:21][O:22][CH2:23][CH2:24]1.[C:38](=[O:39])([O-:40])[O-:41].[CH3:57][N:58]([CH3:59])[CH:60]=[O:61].[I:1][c:2]1[c:3]2[c:4]([n:5][cH:6][cH:7]1)[nH:8][n:9][cH:10]2.[K+:42].[K+:43].[O:25]1[CH2:26][CH2:27][CH:28]([CH:29]=[CH:30][C:31]([O:32][CH2:33][CH3:34])=[O:35])[CH2:36][CH2:37]1.[OH:44][C:45]([CH2:46][C:47]([C:48](=[O:49])[OH:50])([CH2:51][C:52](=[O:53])[OH:54])[OH:55])=[O:56]>>[I:1][c:2]1[c:3]2[c:4]([n:5][cH:6][cH:7]1)[n:8]([CH:12]([C:13](=[O:14])[O:15][CH2:16][CH3:17])[CH2:18][CH:19]1[CH2:20][CH2:21][O:22][CH2:23][CH2:24]1)[n:9][cH:10]2.